This data is from the Open Reaction Database (ORD), a public repository of structured organic reaction records. The task is: describe an organic reaction: reactants, conditions, products, and yield The reactants are C1C=C(C2=CC=CC=C12)CCO (indene-3-ethanol), C(C)(=O)N (acetamide). Solvent: C1=CC=CC=C1 (benzene). Reaction conditions: time 8 hour. The product is C(C)(=O)NCCCC1(OCCC2=C1CC=1C=CC=CC12)C (1-[3-(acetamido)propyl]-1-methyl-1,3,4,9-tetrahydroindeno[2,1-c]pyran). Reaction SMILES: [CH2:1]1[C:9]2[C:4](=[CH:5][CH:6]=[CH:7][CH:8]=2)[C:3]([CH2:10][CH2:11][OH:12])=[CH:2]1.[C:13]([NH2:16])(=[O:15])[CH3:14]>C1C=CC=CC=1>[C:13]([NH:16][CH2:3][CH2:2][CH2:1][C:9]1([CH3:8])[C:2]2[CH2:1][C:9]3[CH:8]=[CH:7][CH:6]=[CH:5][C:4]=3[C:3]=2[CH2:10][CH2:11][O:12]1)(=[O:15])[CH3:14]. Procedure: A mixture of indene-3-ethanol (4.2 g) and N-(4-oxopentyl(acetamide (3.7 g), described by L. P. Kuhn et al., J. Am. Chem. Soc., 89, 3858 (1967), in 300 ml of dry benzene is stirred and heated at reflux. Water is collected in a Dean-Stark trap. After removal of the water five drops of boron trifluoride-etherate is added and the mixture refluxed 30 min. using the water-separator again. After stirring at room temperature overnight the reaction mixture is evaporated to dryness. The solid residue is d... Reactants: CC(C)(C)OC(=O)NC1(C=O)CC1, [Li]CCCC, CCCCCC, [Cl-], [Cl-], C[P+](C)(C)CCl, CCOC(=O)Cl, [Na+], C1CCOC1. Product: CCOC(=O)C#CC1(NC(=O)OC(C)(C)C)CC1. As a reaction SMILES: [C:14]([CH3:15])([CH3:16])([CH3:17])[O:18][C:19](=[O:20])[NH:21][C:22]1([CH:25]=[O:26])[CH2:23][CH2:24]1.[CH2:27]([Li:28])[CH2:29][CH2:30][CH3:31].[CH3:8][CH2:9][CH2:10][CH2:11][CH2:12][CH3:13].[Cl-:1].[Cl-:39].[Cl:2][CH2:3][P+:4]([CH3:5])([CH3:6])[CH3:7].[Cl:32][C:33](=[O:34])[O:35][CH2:36][CH3:37].[Na+:38].[O:40]1[CH2:41][CH2:42][CH2:43][CH2:44]1>>[C:8](#[C:25][C:22]1([NH:21][C:19]([O:18][C:14]([CH3:15])([CH3:16])[CH3:17])=[O:20])[CH2:23][CH2:24]1)[C:33](=[O:34])[O:35][CH2:36][CH3:37]. Reactants: COCOC(COC(=O)C(C)(C)C)COC(=O)C(C)(C)C, CC(=O)OC(C)=O, ClCCl. Product: CC(=O)OCOC(COC(=O)C(C)(C)C)COC(=O)C(C)(C)C. As a reaction SMILES: [C:1]([C:2]([CH3:3])([CH3:4])[CH3:5])(=[O:6])[O:7][CH2:8][CH:9]([O:10][CH2:11][O:12][CH3:13])[CH2:14][O:15][C:16]([C:17]([CH3:18])([CH3:19])[CH3:20])=[O:21].[CH3:22][C:23](=[O:24])[O:25][C:26]([CH3:27])=[O:28].[Cl:29][CH2:30][Cl:31]>>[C:1]([C:2]([CH3:3])([CH3:4])[CH3:5])(=[O:6])[O:7][CH2:8][CH:9]([CH2:14][O:15][C:16]([C:17]([CH3:18])([CH3:19])[CH3:20])=[O:21])[O:24][CH2:23][O:25][C:26]([CH3:27])=[O:28]. The reactants are C(C)(C)(C)OC(CCC1=C(C=C(C=C1)OCCC=1N=C(OC1C)C1=CC=C(C=C1)O)CNC(=O)OC(C)C)=O (3-[4-{2-[2-(4-Hydroxy-phenyl)-5-methyl-oxazol-4-yl]-ethoxy}-2-(isopropoxycarbonylamino-methyl)-phenyl]-propionic acid tert-butyl ester), BrC1=NC=CC=C1 (2-bromopyridine). The product is C(C)(C)OC(=O)NCC1=C(C=CC(=C1)OCCC=1N=C(OC1C)C1=CC=C(C=C1)OC1=NC=CC=C1)CCC(=O)O (3-[2-(Isopropoxycarbonylaminomethyl)-4-(2-{5-methyl-2-[4-(pyridin-2-yloxy)phenyl]oxazol-4-yl}ethoxy)phenyl]propionic acid). As a reaction SMILES: C([O:5][C:6](=[O:39])[CH2:7][CH2:8][C:9]1[CH:14]=[CH:13][C:12]([O:15][CH2:16][CH2:17][C:18]2[N:19]=[C:20]([C:24]3[CH:29]=[CH:28][C:27]([OH:30])=[CH:26][CH:25]=3)[O:21][C:22]=2[CH3:23])=[CH:11][C:10]=1[CH2:31][NH:32][C:33]([O:35][CH:36]([CH3:38])[CH3:37])=[O:34])(C)(C)C.Br[C:41]1[CH:46]=[CH:45][CH:44]=[CH:43][N:42]=1>>[CH:36]([O:35][C:33]([NH:32][CH2:31][C:10]1[CH:11]=[C:12]([O:15][CH2:16][CH2:17][C:18]2[N:19]=[C:20]([C:24]3[CH:29]=[CH:28][C:27]([O:30][C:41]4[CH:46]=[CH:45][CH:44]=[CH:43][N:42]=4)=[CH:26][CH:25]=3)[O:21][C:22]=2[CH3:23])[CH:13]=[CH:14][C:9]=1[CH2:8][CH2:7][C:6]([OH:5])=[O:39])=[O:34])([CH3:38])[CH3:37]. Procedure details: 3-[4-{2-[2-(4-hydroxy-phenyl)-5-methyl-oxazol-4-yl]-ethoxy}-2-(isopropoxy-carbonylamino-methyl)-phenyl]-propionic acid tert-butyl ester (Example 406) was reacted with 2-bromopyridine by the procedure in Example 397 to give the title compound. MS (ES) m/z 560 (M+1).